Dataset: the Open Reaction Database (ORD), a public repository of structured organic reaction records. Task: describe an organic reaction: reactants, conditions, products, and yield Reactants: ClCCCBr, O=C1Cc2ccccc2CC(=O)N1, CC(C)(C)[O-], CN(C)C=O, [K+], O. The product is O=C1Cc2ccccc2CC(=O)N1CCCCl. RXN SMILES: [Br:20][CH2:21][CH2:22][CH2:23][Cl:24].[CH2:1]1[C:2](=[O:13])[NH:3][C:4](=[O:12])[CH2:5][c:6]2[c:7]1[cH:8][cH:9][cH:10][cH:11]2.[CH3:14][C:15]([CH3:16])([O-:17])[CH3:18].[CH3:26][N:27]([CH3:28])[CH:29]=[O:30].[K+:19].[OH2:25]>>[CH2:1]1[C:2](=[O:13])[N:3]([CH2:21][CH2:22][CH2:23][Cl:24])[C:4](=[O:12])[CH2:5][c:6]2[c:7]1[cH:8][cH:9][cH:10][cH:11]2. Starting materials: CCOC(=O)N1CCCN(c2nc3ccccc3n2Cc2ccc(CO)o2)CC1, CCOC(C)=O, CC(C)O, [Na+], [OH-]. The product is OCc1ccc(Cn2c(N3CCCNCC3)nc3ccccc32)o1. Reaction SMILES: [CH2:1]([O:2][C:3](=[O:4])[N:6]1[CH2:7][CH2:8][N:9]([c:13]2[n:14][c:15]3[c:16]([n:17]2[CH2:18][c:19]2[o:20][c:21]([CH2:24][OH:25])[cH:22][cH:23]2)[cH:26][cH:27][cH:28][cH:29]3)[CH2:10][CH2:11][CH2:12]1)[CH3:5].[CH3:32][CH2:33][O:34][C:35](=[O:36])[CH3:37].[CH:38]([OH:39])([CH3:40])[CH3:41].[Na+:31].[OH-:30]>>[NH:6]1[CH2:7][CH2:8][N:9]([c:13]2[n:14][c:15]3[c:16]([n:17]2[CH2:18][c:19]2[o:20][c:21]([CH2:24][OH:25])[cH:22][cH:23]2)[cH:26][cH:27][cH:28][cH:29]3)[CH2:10][CH2:11][CH2:12]1.